From a dataset of the Open Reaction Database (ORD), a public repository of structured organic reaction records. describe an organic reaction: reactants, conditions, products, and yield Reactants: BrCCCO[Si](C(C)C)(C(C)C)C(C)C ((3-Bromo-propoxy)-triisopropyl-silane), alcohol, COC(=O)C=1NC2=CC=CC=C2C1 (1H-indole-2-carboxylic acid methyl ester). Product: C(C)(C)[Si](OCCCN1C(=CC2=CC=CC=C12)C(=O)O)(C(C)C)C(C)C (1-(3-triisopropylsilanyloxy-propyl)-1H-indole-2-carboxylic acid). Reaction SMILES: Br[CH2:2][CH2:3][CH2:4][O:5][Si:6]([CH:13]([CH3:15])[CH3:14])([CH:10]([CH3:12])[CH3:11])[CH:7]([CH3:9])[CH3:8].C[O:17][C:18]([C:20]1[NH:21][C:22]2[C:27]([CH:28]=1)=[CH:26][CH:25]=[CH:24][CH:23]=2)=[O:19]>>[CH:7]([Si:6]([CH:13]([CH3:15])[CH3:14])([CH:10]([CH3:12])[CH3:11])[O:5][CH2:4][CH2:3][CH2:2][N:21]1[C:22]2[C:27](=[CH:26][CH:25]=[CH:24][CH:23]=2)[CH:28]=[C:20]1[C:18]([OH:19])=[O:17])([CH3:9])[CH3:8]. Procedure details: (3-Bromo-propoxy)-triisopropyl-silane (prepared from the corresponding alcohol, Greene, T. W. Protective Groups in Organic Chemistry; John Wiley & Sons, Inc.: New York, 1991) was reacted with 1H-indole-2-carboxylic acid methyl ester using procedures similar to Example 11 to give 1-(3-triisopropylsilanyloxy-propyl)-1H-indole-2-carboxylic acid as a white solid.